From a dataset of the Open Reaction Database (ORD), a public repository of structured organic reaction records. describe an organic reaction: reactants, conditions, products, and yield As a reaction SMILES: [Br:1][C:2]1[CH:3]=[CH:4][C:5]2[O:16][C:15]3([CH2:21][CH2:20][CH:19]([O:22][CH3:23])[CH2:18][CH2:17]3)[C:8]3([NH:12][C:11](=S)[C:10]([CH3:14])=[N:9]3)[C:6]=2[CH:7]=1.[NH3:24].CO>>[Br:1][C:2]1[CH:3]=[CH:4][C:5]2[O:16][C:15]3([CH2:21][CH2:20][CH:19]([O:22][CH3:23])[CH2:18][CH2:17]3)[C:8]3([N:12]=[C:11]([NH2:24])[C:10]([CH3:14])=[N:9]3)[C:6]=2[CH:7]=1. Reactants: BrC=1C=CC2=C(C1)C1(N=C(C(N1)=S)C)C1(O2)CCC(CC1)OC (5′-Bromo-4-methoxy-5″-methyldispiro[cyclohexane-1,2′-[1]benzofuran-3′,2″-imidazole]-4″(3″H)-thione), N (ammonia), CO (MeOH), N (ammonia), CO (MeOH). Conditions: temperature 120 celsius. Yield: 27.0%. Product: BrC=1C=CC2=C(C1)C1(N=C(C(=N1)N)C)C1(O2)CCC(CC1)OC (5′-Bromo-4-methoxy-5″-methyldispiro[cyclohexane-1,2′-[1]benzofuran-3′,2″-imidazol]-4″-amine). Procedure: A mixture of 5′-bromo-4-methoxy-5″-methyldispiro[cyclohexane-1,2′-[1]benzofuran-3′,2″-imidazole]-4″(3″H)-thione (Example 29 Step 3, 365 mg, 0.92 mmol) and 7M ammonia in MeOH (10 mL, 70.00 mmol) was prepared in a microwave vial. The vial was sealed and the reaction was heated at 120° C. for 30 min in a microwave reactor. The mixture was concentrated and the residue was dissolved in 7M ammonia in MeOH (4 mL) and heated once more at 120° C. for 30 min using MW. Again, the mixture was concentrated, ... Starting materials: C1CCOC1, CO, [H][H], O=[N+]([O-])c1ccc2c(c1)S(=O)(=O)CCO2. Yields the product Nc1ccc2c(c1)S(=O)(=O)CCO2. RXN SMILES: [CH2:18]1[O:19][CH2:20][CH2:21][CH2:22]1.[CH3:23][OH:24].[H:16][H:17].[N+:1]([O-:2])(=[O:3])[c:4]1[cH:5][cH:6][c:7]2[c:8]([cH:15]1)[S:9](=[O:13])(=[O:14])[CH2:10][CH2:11][O:12]2>>[NH2:1][c:4]1[cH:5][cH:6][c:7]2[c:8]([cH:15]1)[S:9](=[O:13])(=[O:14])[CH2:10][CH2:11][O:12]2. Reactants: C1CCOC1, C[Si](C)(C)[N-][Si](C)(C)C, CO, CC(C)Oc1ccc(-c2noc(-c3ccc(C=O)cc3)n2)cc1Cl, COC(=O)CP(=O)(OCC(F)(F)F)OCC(F)(F)F, [K+], C1COCCOCCOCCOCCOCCO1. Yields the product COC(=O)C=Cc1ccc(-c2nc(-c3ccc(OC(C)C)c(Cl)c3)no2)cc1. RXN SMILES: [CH2:74]1[O:75][CH2:76][CH2:77][CH2:78]1.[CH3:38][Si:39]([N-:40][Si:41]([CH3:42])([CH3:43])[CH3:44])([CH3:45])[CH3:46].[CH3:72][OH:73].[Cl:48][c:49]1[cH:50][c:51](-[c:59]2[n:60][o:61][c:62](-[c:64]3[cH:65][cH:66][c:67]([CH:68]=[O:69])[cH:70][cH:71]3)[n:63]2)[cH:52][cH:53][c:54]1[O:55][CH:56]([CH3:57])[CH3:58].[F:1][C:2]([F:3])([F:4])[CH2:5][O:6][P:7]([O:8][CH2:9][C:10]([F:11])([F:12])[F:18])([CH2:13][C:14](=[O:15])[O:16][CH3:17])=[O:19].[K+:47].[O:20]1[CH2:21][CH2:22][O:23][CH2:24][CH2:25][O:26][CH2:27][CH2:28][O:29][CH2:30][CH2:31][O:32][CH2:33][CH2:34][O:35][CH2:36][CH2:37]1>>[CH:13]([C:14](=[O:15])[O:16][CH3:17])=[CH:68][c:67]1[cH:66][cH:65][c:64](-[c:62]2[o:61][n:60][c:59](-[c:51]3[cH:50][c:49]([Cl:48])[c:54]([O:55][CH:56]([CH3:57])[CH3:58])[cH:53][cH:52]3)[n:63]2)[cH:71][cH:70]1. The reactants are ClC1=CC=C(C=C1)I (p-Chloroiodobenzene), cuprous chloride, C(C)(=O)OCC (ethyl acetate), ClC1=CC=C(N)C=C1 (p-chloroaniline), C([O-])([O-])=O.[K+].[K+] (potassium carbonate). The solvent is CS(=O)C (dimethylsulfoxide). Conditions: time 40 minute. Product: C1=CC(=CC=C1NC2=CC=C(C=C2)Cl)Cl (4,4'-dichlorodiphenylamine). Yield: 35.0%. Reaction SMILES: [Cl:1][C:2]1[CH:7]=[CH:6][C:5](I)=[CH:4][CH:3]=1.[Cl:9][C:10]1[CH:16]=[CH:15][C:13]([NH2:14])=[CH:12][CH:11]=1.C(=O)([O-])[O-].[K+].[K+].C(OCC)(=O)C>CS(C)=O>[CH:12]1[C:13]([NH:14][C:5]2[CH:6]=[CH:7][C:2]([Cl:1])=[CH:3][CH:4]=2)=[CH:15][CH:16]=[C:10]([Cl:9])[CH:11]=1 |f:2.3.4|. Reported procedure: p-Chloroiodobenzene (14 g), p-chloroaniline (11.23 g), potassium carbonate (12.15 g), and cuprous chloride (1.16 g) were suspended in dimethylsulfoxide (15 ml), and heated with stirring at 180°-190° C. for 3 hours and 40 minutes. After cooling the reaction mixture, ethyl acetate was added thereto, and washed with conc. aqueous ammonia 2 times, and with aqueous sodium chloride solution 3 times, and then, the mixture was concentrated under reduced pressure. The resulting residue was subjected to c... Run in O (water), C(Cl)Cl (DCM). Run at time 8 hour. Isolated yield 55.9%. As a reaction SMILES: [C:1]1(=[O:8])[CH2:7][CH2:6][CH2:5][CH2:4][CH:3]=[CH:2]1.[C:9](=[O:16])([O:11][C:12]([CH3:15])([CH3:14])[CH3:13])[NH2:10].O.O.O.O.O.[N+]([O-])([O-])=O.[Bi+3].[N+]([O-])([O-])=O.[N+]([O-])([O-])=O.C(OCC)(=O)C>C(Cl)Cl.O>[O:8]=[C:1]1[CH2:7][CH2:6][CH2:5][CH2:4][CH:3]([NH:10][C:9](=[O:16])[O:11][C:12]([CH3:15])([CH3:14])[CH3:13])[CH2:2]1 |f:2.3.4.5.6.7.8.9.10|. The reactants are C(C)(=O)OCC (ethyl acetate), C1(C=CCCCC1)=O (cyclohept-2-enone), C(N)(OC(C)(C)C)=O (tert-butyl carbamate), O.O.O.O.O.[N+](=O)([O-])[O-].[Bi+3].[N+](=O)([O-])[O-].[N+](=O)([O-])[O-] (bismuth nitrate pentahydrate). Procedure details: To a stirring mixture of cyclohept-2-enone (26.96 g, 245.0 mmol) and tert-butyl carbamate (28.7 g, 245 mmol) in DCM (245 mL) was added bismuth nitrate pentahydrate (22.79 g, 47.0 mmol). The resulting mixture was stirred at room temperature overnight. The reaction was diluted reaction with ethyl acetate (500 mL) and water (300 mL) and the biphasic mixture was filtered through a bed of Celite. The bed of Celite was washed well with ethyl acetate and water, and layers of the filtrate separated. The... The product is O=C1CC(CCCC1)NC(OC(C)(C)C)=O (tert-Butyl 3-oxocycloheptylcarbamate). Starting materials: CC(C)OC(C(=O)N1C(=O)OCC1Cc1ccccc1)C(O)c1cccc(OCc2ccccc2)c1, CS(=O)(=O)Cl, CCOC(C)=O, c1ccncc1. The product is CC(C)OC(C(=O)N1C(=O)OCC1Cc1ccccc1)C(OS(C)(=O)=O)c1cccc(OCc2ccccc2)c1. As a reaction SMILES: [CH2:1]([c:2]1[cH:3][cH:4][cH:5][cH:6][cH:7]1)[CH:8]1[N:9]([C:14]([CH:15]([CH:16]([OH:17])[c:18]2[cH:19][c:20]([O:24][CH2:25][c:26]3[cH:27][cH:28][cH:29][cH:30][cH:31]3)[cH:21][cH:22][cH:23]2)[O:32][CH:33]([CH3:34])[CH3:35])=[O:36])[C:10](=[O:13])[O:11][CH2:12]1.[CH3:37][S:38]([Cl:39])(=[O:40])=[O:41].[CH3:48][CH2:49][O:50][C:51](=[O:52])[CH3:53].[cH:42]1[cH:43][cH:44][n:45][cH:46][cH:47]1>>[CH2:1]([c:2]1[cH:3][cH:4][cH:5][cH:6][cH:7]1)[CH:8]1[N:9]([C:14]([CH:15]([CH:16]([O:17][S:38]([CH3:37])(=[O:40])=[O:41])[c:18]2[cH:19][c:20]([O:24][CH2:25][c:26]3[cH:27][cH:28][cH:29][cH:30][cH:31]3)[cH:21][cH:22][cH:23]2)[O:32][CH:33]([CH3:34])[CH3:35])=[O:36])[C:10](=[O:13])[O:11][CH2:12]1. Starting materials: Intermediate 137, ClC1=CC=C(OC2=CC=C(N)C=C2)C=C1 (4-(4-chlorophenoxy)aniline), C(CCC)=O (butyraldehyde). Product: C(CCC)NC1=CC=C(C=C1)OC1=CC=C(C=C1)Cl (N-Butyl-4-(4-chlorophenoxy)aniline). Isolated yield 71.6%. RXN SMILES: [Cl:1][C:2]1[CH:15]=[CH:14][C:5]([O:6][C:7]2[CH:13]=[CH:12][C:10]([NH2:11])=[CH:9][CH:8]=2)=[CH:4][CH:3]=1.[CH:16](=O)[CH2:17][CH2:18][CH3:19]>>[CH2:16]([NH:11][C:10]1[CH:12]=[CH:13][C:7]([O:6][C:5]2[CH:14]=[CH:15][C:2]([Cl:1])=[CH:3][CH:4]=2)=[CH:8][CH:9]=1)[CH2:17][CH2:18][CH3:19]. Reported procedure: Following a procedure analogous to that for the synthesis of Intermediate 137, 4-(4-chlorophenoxy)aniline (Aldrich, 500 mg, 2.28 mmol) and butyraldehyde (230 mL, 2.50 mmol) were converted to the title compound (450 mg, 71%). 1H NMR (CDCl3) δ 7.34-7.16 (m, 2H), 6.99-6.84 (m, 4H), 6.72-6.62 (m, 2H), 4.19 (br s, 1H), 3.17 (t, J=7.2 Hz, 2H), 1.75-1.61 (m, 2H), 1.60-1.42 (m, 2H), 1.03 (t, J=7.4 Hz, 3H); MS(ESI+) m/z 275.8 (M+H)+. Reactants: C=CCc1c(O)c(Br)cc(F)c1-n1c(=O)cc(C(F)(F)F)n(C)c1=O, O, Cc1ccc(S(=O)(=O)O)cc1, Cc1ccccc1C. The product is CC1Cc2c(c(Br)cc(F)c2-n2c(=O)cc(C(F)(F)F)n(C)c2=O)O1. RXN SMILES: [CH2:1]([CH:2]=[CH2:3])[c:4]1[c:5](-[n:13]2[c:14](=[O:25])[n:15]([CH3:24])[c:16]([C:20]([F:21])([F:22])[F:23])[cH:17][c:18]2=[O:19])[c:6]([F:12])[cH:7][c:8]([Br:11])[c:9]1[OH:10].[OH2:26].[c:27]1([CH3:28])[cH:29][cH:30][c:31]([S:32]([OH:33])(=[O:34])=[O:35])[cH:36][cH:37]1.[c:38]1([CH3:39])[c:40]([CH3:41])[cH:42][cH:43][cH:44][cH:45]1>>[CH2:1]1[CH:2]([CH3:3])[O:10][c:9]2[c:4]1[c:5](-[n:13]1[c:14](=[O:25])[n:15]([CH3:24])[c:16]([C:20]([F:21])([F:22])[F:23])[cH:17][c:18]1=[O:19])[c:6]([F:12])[cH:7][c:8]2[Br:11]. The solvent is O1CCCC1 (tetrahydrofuran). Procedure: This compound was prepared in a manner analogous to that of Step F, using 0.80 gram (0.0025 mole) of diastereomer (B) of (S)-N-[2-(4-chlorophenyl)-2-cyclopropylacetyl]-4-(1-methylethyl)-2-oxazolidinone (prepared in Example 3, Step E) and 0.30 gram (0.008 mole) of lithium aluminum hydride in 15 mL of tetrahydrofuran. The yield of stereoisomer (B) of 2-cyclopropyl-2-(4-chlorophenyl)ethanol was 0.45 gram as an oil. Reactants: ClC1=CC=C(C=C1)C(C(=O)N1C(OC[C@@H]1C(C)C)=O)C1CC1 ((S)-N-[2-(4-chlorophenyl)-2-cyclopropylacetyl]-4-(1-methylethyl)-2-oxazolidinone), [H-].[Al+3].[Li+].[H-].[H-].[H-] (lithium aluminum hydride), ClC1=CC=C(C=C1)C(C(=O)N1C(OC[C@@H]1C(C)C)=O)C1CC1 ((S)-N-[2-(4-chlorophenyl)-2-cyclopropylacetyl]-4-(1-methylethyl)-2-oxazolidinone). RXN SMILES: [Cl:1][C:2]1[CH:7]=[CH:6][C:5]([CH:8]([CH:20]2[CH2:22][CH2:21]2)[C:9](N2[C@@H](C(C)C)COC2=O)=[O:10])=[CH:4][CH:3]=1.[H-].[Al+3].[Li+].[H-].[H-].[H-]>O1CCCC1>[CH:20]1([CH:8]([C:5]2[CH:6]=[CH:7][C:2]([Cl:1])=[CH:3][CH:4]=2)[CH2:9][OH:10])[CH2:22][CH2:21]1 |f:1.2.3.4.5.6|. Product: C1(CC1)C(CO)C1=CC=C(C=C1)Cl (2-cyclopropyl-2-(4-chlorophenyl)ethanol).